This data is from the Open Reaction Database (ORD), a public repository of structured organic reaction records. The task is: describe an organic reaction: reactants, conditions, products, and yield Reactants: [Al+3], CCOC(=O)c1oc2ccc(C(C)(C)C)c(O)c2c1C, [Cl-], [Cl-], [Cl-], ClCCCl, O=C(Cl)c1cccs1. The product is CCOC(=O)c1oc2c(C(=O)c3cccs3)cc(C(C)(C)C)c(O)c2c1C. As a reaction SMILES: [Al+3:30].[CH2:1]([CH3:2])[O:3][C:4](=[O:5])[c:6]1[o:7][c:8]2[c:9]([c:10]1[CH3:11])[c:12]([OH:20])[c:13]([C:16]([CH3:17])([CH3:18])[CH3:19])[cH:14][cH:15]2.[Cl-:29].[Cl-:31].[Cl-:32].[Cl:33][CH2:34][CH2:35][Cl:36].[s:21]1[c:22]([C:26](=[O:27])[Cl:28])[cH:23][cH:24][cH:25]1>>[CH2:1]([CH3:2])[O:3][C:4](=[O:5])[c:6]1[o:7][c:8]2[c:9]([c:10]1[CH3:11])[c:12]([OH:20])[c:13]([C:16]([CH3:17])([CH3:18])[CH3:19])[cH:14][c:15]2[C:26]([c:22]1[s:21][cH:25][cH:24][cH:23]1)=[O:27]. Yield: 88.0%. The reactants are C(C1=CC=CC=C1)OC(=O)N[C@@H](C)C(=O)N[C@@H](C)C(=O)NC1=CC=CC=C1 (N-benzyloxycarbonyl-L-alanyl-L-alanine anilide), Br (hydrogen bromide), CCOCC (ether). The product is Br.N[C@@H](C)C(=O)N[C@@H](C)C(=O)NC1=CC=CC=C1 (L-alanyl-L-alanine anilide hydrobromide). Reported procedure: 5.5 g (0.0149 g) of N-benzyloxycarbonyl-L-alanyl-L-alanine anilide were dissolved in 30 ml of 4-N hydrogen bromide in acetic acid and the solution was stirred at room temperature for 1 hour. 300 ml of dry ether were then added. A white solid separated out and was allowed to settle. The solution was decanted off and the solid washed with two 150 ml portions of ether. Recrystallisation of the solid from methanol/ethyl acetate yielded 4.1 g (88%) of L-alanyl-L-alanine anilide hydrobromide. Reaction conditions: time 1 hour. Solvent: 4-N, C(C)(=O)O (acetic acid). RXN SMILES: C(OC([NH:11][C@H:12]([C:14]([NH:16][C@H:17]([C:19]([NH:21][C:22]1[CH:27]=[CH:26][CH:25]=[CH:24][CH:23]=1)=[O:20])[CH3:18])=[O:15])[CH3:13])=O)C1C=CC=CC=1.CCOCC.[BrH:33]>C(O)(=O)C>[BrH:33].[NH2:11][C@H:12]([C:14]([NH:16][C@H:17]([C:19]([NH:21][C:22]1[CH:23]=[CH:24][CH:25]=[CH:26][CH:27]=1)=[O:20])[CH3:18])=[O:15])[CH3:13] |f:4.5|. Starting materials: COCCOC, Clc1cc(Cl)ncn1, OB(O)c1cccc(F)c1, O. The product is Fc1cccc(-c2cc(Cl)ncn2)c1. RXN SMILES: [CH3:11][O:12][CH2:13][CH2:14][O:15][CH3:16].[Cl:17][c:18]1[n:19][cH:20][n:21][c:22]([Cl:24])[cH:23]1.[F:1][c:2]1[cH:3][c:4]([B:8]([OH:9])[OH:10])[cH:5][cH:6][cH:7]1.[OH2:25]>>[F:1][c:2]1[cH:3][c:4](-[c:22]2[n:21][cH:20][n:19][c:18]([Cl:17])[cH:23]2)[cH:5][cH:6][cH:7]1. Reactants: OC1=CC=C2CCC(NC2=C1)=O (7-hydroxy-3,4-dihydroquinolin-2(1H)-one), BrCCCBr (1,3-dibromopropane), C(=O)([O-])[O-].[K+].[K+] (K2CO3). Run in CCO (EtOH), O (water). Yields the product BrCCCOC1=CC=C2CCC(NC2=C1)=O (7-(3-bromopropoxy)-3,4-dihydroquinolin-2(1H)-one). Isolated yield 88.0%. Reaction SMILES: [OH:1][C:2]1[CH:11]=[C:10]2[C:5]([CH2:6][CH2:7][C:8](=[O:12])[NH:9]2)=[CH:4][CH:3]=1.[Br:13][CH2:14][CH2:15][CH2:16]Br.C([O-])([O-])=O.[K+].[K+]>CCO.O>[Br:13][CH2:14][CH2:15][CH2:16][O:1][C:2]1[CH:11]=[C:10]2[C:5]([CH2:6][CH2:7][C:8](=[O:12])[NH:9]2)=[CH:4][CH:3]=1 |f:2.3.4|. Procedure details: 7-hydroxy-3,4-dihydroquinolin-2(1H)-one (195 mg, 1.2 mmol), 1,3-dibromopropane (960 mg, 4.8 mmol) and anhydrous K2CO3 (166 mg, 1.2 mmol) were dissolved in EtOH and the solution was heated to reflux overnight. The solution was diluted with water and extracted with EtOAc. The combined organic layers were washed with saturated aq NaHCO3, brine, dried over anhydrous Na2SO4, concentrated in vacuo and purified by flash chromatography on silica gel column (elution with PE/EtOAc=2:1) to give 7-(3-bromop...